Dataset: the Open Reaction Database (ORD), a public repository of structured organic reaction records. Task: describe an organic reaction: reactants, conditions, products, and yield Starting materials: O1CCC(CC1)C=1C(=NC=CN1)O[C@@H]1CC[C@H](CC1)N (trans-4-(3-(Tetrahydro-2H-pyran-4-yl)pyrazin-2-yloxy)cyclohexanamine), FC1=NC=CC=C1 (2-fluoropyridine). Run at temperature 160 celsius, time 3 day. Product: O1CCC(CC1)C=1C(=NC=CN1)O[C@@H]1CC[C@H](CC1)NC1=NC=CC=C1 (N-(trans-4-(3-(tetrahydro-2H-pyran-4-yl)pyrazin-2-yloxy)cyclohexyl)pyridin-2-amine). RXN SMILES: [O:1]1[CH2:6][CH2:5][CH:4]([C:7]2[C:8]([O:13][C@H:14]3[CH2:19][CH2:18][C@H:17]([NH2:20])[CH2:16][CH2:15]3)=[N:9][CH:10]=[CH:11][N:12]=2)[CH2:3][CH2:2]1.F[C:22]1[CH:27]=[CH:26][CH:25]=[CH:24][N:23]=1>>[O:1]1[CH2:2][CH2:3][CH:4]([C:7]2[C:8]([O:13][C@H:14]3[CH2:19][CH2:18][C@H:17]([NH:20][C:22]4[CH:27]=[CH:26][CH:25]=[CH:24][N:23]=4)[CH2:16][CH2:15]3)=[N:9][CH:10]=[CH:11][N:12]=2)[CH2:5][CH2:6]1. Procedure details: trans-4-(3-(Tetrahydro-2H-pyran-4-yl)pyrazin-2-yloxy)cyclohexanamine (0.053 g, 0.19 mmol) and 2-fluoropyridine (0.033 mL, 0.38 mmol) were mixed in a microwave tube. The tube was sealed, and the mixture was stirred neat at 160° C. for 3 d. The crude mixture was purified via silica gel column chromatography to give N-(trans-4-(3-(tetrahydro-2H-pyran-4-yl)pyrazin-2-yloxy)cyclohexyl)pyridin-2-amine as a brown solid. [M+1] 355.2. IC50 (uM): 2.665. The reactants are 2-(Alkoxycarbonylcyanomethylene)-1,3-dioxolanes, [OH-].[Na+] (NaOH), NC1=C(C(=NN1)OCCO)C(=O)OCC (ethyl 5-amino-3-(2-hydroxyethoxy)-1H-pyrazole-4-carboxylate), Heterocyclic Compounds. The solvent is C(C)O (ethanol). The product is NC1=CC(=NN1)OCCO (2-(5-amino-1H-pyrazol-3-yloxy)ethanol). RXN SMILES: [OH-].[Na+].[NH2:3][C:4]1[NH:8][N:7]=[C:6]([O:9][CH2:10][CH2:11][OH:12])[C:5]=1C(OCC)=O>C(O)C>[NH2:3][C:4]1[NH:8][N:7]=[C:6]([O:9][CH2:10][CH2:11][OH:12])[CH:5]=1 |f:0.1|. Procedure: 1M NaOH (46.5 mL, 46.5 mmol) was added to a solution of ethyl 5-amino-3-(2-hydroxyethoxy)-1H-pyrazole-4-carboxylate (2.00 g, 9.29 mmol, prepared as described in Neidlein, Richard, et al. “Heterocyclic Compounds from 2-(Alkoxycarbonylcyanomethylene)-1,3-dioxolanes.” J. Het. Chem. Vol. 26 (1989): pp. 1335-1340) in ethanol (30 mL), and the mixture was refluxed overnight. The solution was washed with DCM with 25% IPA, then acidified to a pH of 3 with concentrated HCl. Gas evolution was observed. The...